From a dataset of the Open Reaction Database (ORD), a public repository of structured organic reaction records. describe an organic reaction: reactants, conditions, products, and yield The reactants are NC1=NC2=NC=CN=C2C(=N1)OC (2-amino-4-methoxypteridine), FC(C1=C(C=CC=C1)S(=O)(=O)N=C=O)(F)F (2-trifluoromethylphenylsulfonyl isocyanate). Solvent: C(Cl)Cl (methylene chloride). Product: FC(C1=C(C=CC=C1)S(=O)(=O)NC(N)=O)(F)F (N'-(2-trifluoromethylphenylsulfonyl)-urea), crystals. Reaction SMILES: NC1[N:11]=[C:10]([O:12]C)C2C(=NC=CN=2)N=1.[F:14][C:15]([F:29])([F:28])[C:16]1[CH:21]=[CH:20][CH:19]=[CH:18][C:17]=1[S:22]([N:25]=C=O)(=[O:24])=[O:23]>C(Cl)Cl>[F:29][C:15]([F:14])([F:28])[C:16]1[CH:21]=[CH:20][CH:19]=[CH:18][C:17]=1[S:22]([NH:25][C:10](=[O:12])[NH2:11])(=[O:24])=[O:23]. Procedure: 0.88 g (0.005 mol) of 2-amino-4-methoxypteridine and 1.30 g (0.0052 mol) of 2-trifluoromethylphenylsulfonyl isocyanate were reacted in 40 ml of methylene chloride according to Example 4 to obtain 2.0 g (94% of theory) of N-4-methoxypteridin-2-yl)-N'-(2-trifluoromethylphenylsulfonyl)-urea in the form of light yellow crystals melting at 187° C. The reactants are ClC=1C(=C(C(=O)O)C=CC1)C (3-chloro-2-methylbenzoic acid), Cl (hydrochloric acid). The solvent is C1CCOC1 (THF). Reaction conditions: time 2 hour. The product is ClC=1C(=C(CO)C=CC1)C (3-chloro-2-methylbenzylalcohol). Yield: 97.4%. Reaction SMILES: [Cl:1][C:2]1[C:3]([CH3:11])=[C:4]([CH:8]=[CH:9][CH:10]=1)[C:5](O)=[O:6].Cl>C1COCC1>[Cl:1][C:2]1[C:3]([CH3:11])=[C:4]([CH:8]=[CH:9][CH:10]=1)[CH2:5][OH:6]. Procedure details: To a solution of 1.70 g of 3-chloro-2-methylbenzoic acid in 20 mL of THF was added dropwise 20 mL of a borane/THF complex under ice-cooling, followed by stirring at room temperature for 2 hours. After completion of the reaction, 1 N hydrochloric acid was added to the reaction liquid, followed by extraction with chloroform. The organic layer was washed with saturated brine, dried over anhydrous sodium sulfate and then concentrated under reduced pressure to obtain 1.52 g (yield 97%) of a title com... RXN SMILES: [CH:1]1([CH2:4][O:5][C:6]2[CH:7]=[C:8]3[C:17](=[CH:18][CH:19]=2)[CH:16]=[CH:15][C:14]2[CH:13]=[CH:12][C:11]([CH2:20][C:21]([CH3:23])=[O:22])=[CH:10][C:9]3=2)[CH2:3][CH2:2]1.Cl[C:25]1C=C2C(=CC=1)C1N(COCC[Si](C)(C)C)C(C3C(C#N)=CC=CC=3C#N)=NC=1C1C=CC(CC(=O)C)=CC2=1>>[CH:1]1([CH2:4][O:5][C:6]2[CH:7]=[C:8]3[C:17](=[CH:18][CH:19]=2)[CH:16]=[CH:15][C:14]2[CH:13]=[CH:12][C:11]([CH2:20][C:21]([CH3:25])([OH:22])[CH3:23])=[CH:10][C:9]3=2)[CH2:2][CH2:3]1. Product: C1(CC1)COC=1C=C2C=3C=C(C=CC3C=CC2=CC1)CC(C)(O)C (1-[6-(cyclopropylmethoxy)-3-phenanthryl]-2-methylpropan-2-ol). Reported procedure: This phenanthrene was prepared as described in Step 3 of Example 135, substituting 1-[6-(cyclopropylmethoxy)-3-phenanthryl]acetone from Step 3 above for 2-(9-chloro-6-(2-oxopropyl)-1-{[2-(trimethylsilyl)ethoxy]methyl)-1H-phenanthro[9,10-d]imidazol-2-yl)isophthalonitrile. The crude product was used directly in the next reaction. The reactants are C1(CC1)COC=1C=C2C=3C=C(C=CC3C=CC2=CC1)CC(=O)C (1-[6-(cyclopropylmethoxy)-3-phenanthryl]acetone), ClC=1C=C2C=3C=C(C=CC3C3=C(N(C(=N3)C3=C(C#N)C=CC=C3C#N)COCC[Si](C)(C)C)C2=CC1)CC(C)=O (2-(9-chloro-6-(2-oxopropyl)-1-{[2-(trimethylsilyl)ethoxy]methyl)-1H-phenanthro[9,10-d]imidazol-2-yl)isophthalonitrile), crude product. Reaction SMILES: Br[C:2]1[CH:7]=[CH:6][CH:5]=[C:4]([Cl:8])[C:3]=1[N:9]1[C:13]2=[N:14][CH:15]=[N:16][C:17]([O:18][C@@H:19]([CH2:30][O:31][C@H:32]([CH3:45])[CH2:33][O:34][Si:35]([CH:42]([CH3:44])[CH3:43])([CH:39]([CH3:41])[CH3:40])[CH:36]([CH3:38])[CH3:37])[C:20]([NH:22][C:23]3[CH:28]=[N:27][C:26]([CH3:29])=[CH:25][N:24]=3)=[O:21])=[C:12]2[CH:11]=[N:10]1.CC1(C)C2C=CC=C(P(C3C=CC=CC=3)C3C=CC=CC=3)C=2OC2C1=CC=CC=2P(C1C=CC=CC=1)C1C=CC=CC=1.[CH3:88][N:89]1CCCC1=O>C1C=CC(/C=C/C(/C=C/C2C=CC=CC=2)=O)=CC=1.C1C=CC(/C=C/C(/C=C/C2C=CC=CC=2)=O)=CC=1.C1C=CC(/C=C/C(/C=C/C2C=CC=CC=2)=O)=CC=1.[Pd].[Pd].[C-]#N.[Zn+2].[C-]#N>[Cl:8][C:4]1[CH:5]=[CH:6][CH:7]=[C:2]([C:88]#[N:89])[C:3]=1[N:9]1[C:13]2[N:14]=[CH:15][N:16]=[C:17]([O:18][C@@H:19]([CH2:30][O:31][C@H:32]([CH3:45])[CH2:33][O:34][Si:35]([CH:42]([CH3:44])[CH3:43])([CH:39]([CH3:41])[CH3:40])[CH:36]([CH3:38])[CH3:37])[C:20]([NH:22][C:23]3[CH:28]=[N:27][C:26]([CH3:29])=[CH:25][N:24]=3)=[O:21])[C:12]=2[CH:11]=[N:10]1 |f:3.4.5.6.7,8.9.10|. Run at temperature 110 celsius. The yield is 79.0%. The product is ClC1=C(C(=CC=C1)C#N)N1N=CC=2C(=NC=NC21)O[C@H](C(=O)NC2=NC=C(N=C2)C)CO[C@@H](CO[Si](C(C)C)(C(C)C)C(C)C)C ((2S)-2-[1-(2-chloro-6-cyanophenyl)pyrazolo[4,5-e]pyrimidin-4-yl]oxy-N-(5-methylpyrazin-2-yl)-3-[(2R)-1-tri(propan-2-yl)silyloxypropan-2-yl]oxypropanamide). Procedure: Tris(dibenzylideneacetone)dipalladium(0) (0.261 g, 0.29 mmol) was added in one portion to a de-gassed mixture of (2S)-2-(1-(2-bromo-6-chlorophenyl)-1H-pyrazolo[3,4-d]pyrimidin-4-yloxy)-N-(5-methylpyrazin-2-yl)-3-((2R)-1-(triisopropylsilyloxy)propan-2-yloxy)propanamide (Intermediate BO1) (4.1 g, 5.70 mmol), zinc cyanide (0.335 g, 2.85 mmol) and 9,9-dimethyl-4,5-bis(diphenylphosphino)xanthene (0.330 g, 0.57 mmol) in N-methylpyrrolidone (41 mL) at 20° C. under nitrogen. The resulting suspension was... The reactants are BrC1=C(C(=CC=C1)Cl)N1N=CC=2C1=NC=NC2O[C@H](C(=O)NC2=NC=C(N=C2)C)CO[C@@H](CO[Si](C(C)C)(C(C)C)C(C)C)C ((2S)-2-(1-(2-bromo-6-chlorophenyl)-1H-pyrazolo[3,4-d]pyrimidin-4-yloxy)-N-(5-methylpyrazin-2-yl)-3-((2R)-1-(triisopropylsilyloxy)propan-2-yloxy)propanamide), CC1(C2=CC=CC(=C2OC=2C(=CC=CC12)P(C1=CC=CC=C1)C1=CC=CC=C1)P(C1=CC=CC=C1)C1=CC=CC=C1)C (9,9-dimethyl-4,5-bis(diphenylphosphino)xanthene), CN1C(CCC1)=O (N-methylpyrrolidone). The reagents and catalysts are C=1C=CC(=CC1)/C=C/C(=O)/C=C/C2=CC=CC=C2.C=1C=CC(=CC1)/C=C/C(=O)/C=C/C2=CC=CC=C2.C=1C=CC(=CC1)/C=C/C(=O)/C=C/C2=CC=CC=C2.[Pd].[Pd] (Tris(dibenzylideneacetone)dipalladium(0)), [C-]#N.[Zn+2].[C-]#N (zinc cyanide). Reactants: N1N=CC(=C1)C1=CC2=C(C=3N=C(SC3CCO2)C(=O)O)C=C1 (8-(1H-Pyrazol-4-yl)-4,5-dihydro-6-oxa-3-thia-1-aza-benzo[e]azulene-2-carboxylic acid), C1(CCCC1)NCCO (2-(cyclopentylamino)ethanol). Yields the product C1(CCCC1)N(C(=O)C=1SC=2CCOC3=C(C2N1)C=CC(=C3)C=3C=NNC3)CCO (8-(1H-Pyrazol-4-yl)-4,5-dihydro-6-oxa-3-thia-1-aza-benzo[e]azulene-2-carboxylic acid cyclopentyl-(2-hydroxy-ethyl)-amide). As a reaction SMILES: [NH:1]1[CH:5]=[C:4]([C:6]2[CH:22]=[CH:21][C:9]3[C:10]4[N:11]=[C:12]([C:18]([OH:20])=O)[S:13][C:14]=4[CH2:15][CH2:16][O:17][C:8]=3[CH:7]=2)[CH:3]=[N:2]1.[CH:23]1([NH:28][CH2:29][CH2:30][OH:31])[CH2:27][CH2:26][CH2:25][CH2:24]1>>[CH:23]1([N:28]([CH2:29][CH2:30][OH:31])[C:18]([C:12]2[S:13][C:14]3[CH2:15][CH2:16][O:17][C:8]4[CH:7]=[C:6]([C:4]5[CH:5]=[N:1][NH:2][CH:3]=5)[CH:22]=[CH:21][C:9]=4[C:10]=3[N:11]=2)=[O:20])[CH2:27][CH2:26][CH2:25][CH2:24]1. Procedure details: Following Example 216, to a well stirred solution of 8-(1H-Pyrazol-4-yl)-4,5-dihydro-6-oxa-3-thia-1-aza-benzo[e]azulene-2-carboxylic acid and 2-(cyclopentylamino)ethanol to give 289. MS: (ESI+)=425.1 The reactants are NC=1C=C(C=NC1)C(=O)C1=CN(C=2N=CN=C(C21)SC)C ((5-amino-pyridin-3-yl)-(7-methyl-4-methylsulfanyl-7H-pyrrolo[2,3-d]pyrimidin-5-yl)-methanone). Reagents/catalysts: [Ni] (Ni). The solvent is O1CCOCC1 (dioxane). Product: NC=1C=C(C=NC1)C(=O)C1=CN(C=2N=CN=CC21)C ((5-amino-pyridin-3-yl)-(7-methyl-7H-pyrrolo[2,3-d]pyrimidin-5-yl)-methanone). Isolated yield 15.0%. As a reaction SMILES: [NH2:1][C:2]1[CH:3]=[C:4]([C:8]([C:10]2[C:18]3[C:17](SC)=[N:16][CH:15]=[N:14][C:13]=3[N:12]([CH3:21])[CH:11]=2)=[O:9])[CH:5]=[N:6][CH:7]=1>O1CCOCC1.[Ni]>[NH2:1][C:2]1[CH:3]=[C:4]([C:8]([C:10]2[C:18]3[CH:17]=[N:16][CH:15]=[N:14][C:13]=3[N:12]([CH3:21])[CH:11]=2)=[O:9])[CH:5]=[N:6][CH:7]=1. Procedure: A mixture of (5-amino-pyridin-3-yl)-(7-methyl-4-methylsulfanyl-7H-pyrrolo[2,3-d]pyrimidin-5-yl)-methanone (Preparation 231, 1.5 g, 5 mmol), Raney Ni (10 g) and NH3H2O (150 mL) in dioxane (150 mL) was refluxed for 6 hours. The mixture was filtered and the filtrate was concentrated. The residue was purified via preparative HPLC to give (5-amino-pyridin-3-yl)-(7-methyl-7H-pyrrolo[2,3-d]pyrimidin-5-yl)-methanone as a brown solid in 15% yield, 0.19 g. 1H NMR (400 MHz DMSO-d6) 3.88 (s, 3H), 5.63 (s, 2...